Dataset: the Open Reaction Database (ORD), a public repository of structured organic reaction records. Task: describe an organic reaction: reactants, conditions, products, and yield Reactants: O=Cc1c[nH]c2ncc(Br)cc12, O=C([O-])O, CO, Cl, NO, [Na+]. The product is N#Cc1c[nH]c2ncc(Br)cc12. As a reaction SMILES: [Br:4][c:5]1[cH:6][c:7]2[c:8]([n:9][cH:10]1)[nH:11][cH:12][c:13]2[CH:14]=[O:15].[C:16](=[O:17])([OH:18])[O-:19].[CH3:21][OH:22].[ClH:1].[NH2:2][OH:3].[Na+:20]>>[N:2]#[C:14][c:13]1[c:7]2[cH:6][c:5]([Br:4])[cH:10][n:9][c:8]2[nH:11][cH:12]1. Reactants: Clc1nc(Cl)c2cnn(C3CCN(Cc4ccccc4)CC3)c2n1, C=CCCC=C, NCc1ccccc1, CCO, CO, C1CC2CNCC1O2, CC(Cl)OC(=O)Cl. Yields the product Clc1nc(N2CC3CCC(C2)O3)c2cnn(C3CCN(Cc4ccccc4)CC3)c2n1. RXN SMILES: [CH2:1]([c:2]1[cH:3][cH:4][cH:5][cH:6][cH:7]1)[N:8]1[CH2:9][CH2:10][CH:11]([n:14]2[n:15][cH:16][c:17]3[c:18]2[n:19][c:20]([Cl:24])[n:21][c:22]3[Cl:23])[CH2:12][CH2:13]1.[CH2:33]=[CH:34][CH2:35][CH2:36][CH:37]=[CH2:38].[CH2:39]([NH2:40])[c:41]1[cH:42][cH:43][cH:44][cH:45][cH:46]1.[CH3:54][CH2:55][OH:56].[CH3:57][OH:58].[CH:25]12[CH2:26][NH:27][CH2:28][CH:29]([CH2:30][CH2:31]1)[O:32]2.[Cl:47][C:48]([O:49][CH:50]([Cl:51])[CH3:52])=[O:53]>>[CH2:1]([c:2]1[cH:3][cH:4][cH:5][cH:6][cH:7]1)[N:8]1[CH2:9][CH2:10][CH:11]([n:14]2[n:15][cH:16][c:17]3[c:18]2[n:19][c:20]([Cl:24])[n:21][c:22]3[N:27]2[CH2:26][CH:25]3[CH2:31][CH2:30][CH:29]([CH2:28]2)[O:32]3)[CH2:12][CH2:13]1. The reactants are CC1=C(C=CC=C1C(F)(F)F)CC(C#N)C(C)=O (2-{[2-methyl-3-(trifluoromethyl)phenyl]methyl}3-oxobutanenitrile), O.NN (hydrazine monohydrate). The solvent is C(C)O (ethanol). Reaction conditions: temperature 100 celsius, time 8 hour. The product is CC1=NNC(=C1CC1=C(C(=CC=C1)C(F)(F)F)C)N (3-methyl-4-{[2-methyl-3-(trifluoromethyl)phenyl]methyl}-1H-pyrazol-5-amine). RXN SMILES: [CH3:1][C:2]1[C:7]([C:8]([F:11])([F:10])[F:9])=[CH:6][CH:5]=[CH:4][C:3]=1[CH2:12][CH:13]([C:16](=O)[CH3:17])[C:14]#[N:15].O.[NH2:20][NH2:21]>C(O)C>[CH3:17][C:16]1[C:13]([CH2:12][C:3]2[CH:4]=[CH:5][CH:6]=[C:7]([C:8]([F:9])([F:10])[F:11])[C:2]=2[CH3:1])=[C:14]([NH2:15])[NH:21][N:20]=1 |f:1.2|. Procedure: To a solution of (1-cyano-2-oxopropyl)sodium (3.5 g, 33.2 mmol) in N,N-Dimethylformamide (25 mL) stirred under nitrogen at 0° C. was added a solution of 1-(bromomethyl)-2-methyl-3-(trifluoromethyl)benzene (7.0 g, 27.7 mmol) in 10 ml of DMF dropwise during 30 min. The reaction mixture was stirred at 40° C. for 2 hours. Then this solution was diluted with saturated ammonium chloride solution. This solution was extracted with ethyl acetate (100 mL×3). The combined organic layers were washed with wa... The reactants are ClC=1C(N(S(C1C1=CC=CC=C1)(=O)=O)C(C)C)=O (4-Chloro-2-isopropyl-5-phenylisothiazol-3(2H)-one 1,1-dioxide), Cl.Cl.N1=C(C=CC=C1)N1CCC(CC1)N (1-pyridin-2-ylpiperidine-4-amine dihydrochloride), H+. The product is C(C)(C)N1S(C(=C(C1=O)NC1CCN(CC1)C1=NC=CC=C1)C1=CC=CC=C1)(=O)=O (2-Isopropyl-5-phenyl-4-[(1-pyridin-2-ylpiperidin-4-yl)amino]isothiazol-3(2H)-one 1,1-dioxide). RXN SMILES: Cl[C:2]1[C:3](=[O:18])[N:4]([CH:15]([CH3:17])[CH3:16])[S:5](=[O:14])(=[O:13])[C:6]=1[C:7]1[CH:12]=[CH:11][CH:10]=[CH:9][CH:8]=1.Cl.Cl.[N:21]1[CH:26]=[CH:25][CH:24]=[CH:23][C:22]=1[N:27]1[CH2:32][CH2:31][CH:30]([NH2:33])[CH2:29][CH2:28]1>>[CH:15]([N:4]1[C:3](=[O:18])[C:2]([NH:33][CH:30]2[CH2:31][CH2:32][N:27]([C:22]3[CH:23]=[CH:24][CH:25]=[CH:26][N:21]=3)[CH2:28][CH2:29]2)=[C:6]([C:7]2[CH:12]=[CH:11][CH:10]=[CH:9][CH:8]=2)[S:5]1(=[O:14])=[O:13])([CH3:17])[CH3:16] |f:1.2.3|. Procedure details: The title compound was prepared from 4-Chloro-2-isopropyl-5-phenylisothiazol-3(2H)-one 1,1-dioxide and 1-pyridin-2-ylpiperidine-4-amine dihydrochloride in a similar manner as described for Example 24 with TEA as base. 1H NMR (500 MHz CDCl3): δ 8.14 (dd, 1H), 7.58-7.53 (m, 2H), 7.48-7.41 (m, 4H), 6.62-6.55 (m, 2H), 5.23 (d, 1H), 4.42 (sept, 1H), 4.10-4.02 (m, 2H), 3.22-3.12 (m, 1H), 2.49-2.41 (m, 2H), 1.80-1.72 (m, 2H), 1.59 (d, 6H), 1.42-1.33 (m, 2H); 13C NMR (125 MHz CDCl3): 159.2, 158.7, 148.1... Reactants: C(C)(=O)N1C(C=CC=C1N)C(=O)O (N-Acetyl-6-amino-pyridine-2-carboxylic acid), C1(CC1)CN1C(N(C(C=2NC(=NC12)CC1=CC=C(C=C1)NC)=O)CC1=C(C=CC=C1)F)=O (3-cyclopropylmethyl-8-[4-(methylamino)-benzyl]-1-(2-fluorobenzyl)-3,7-dihydropurine-2,6-dione), C1=CC=C(C=C1)P(C2=CC=CC=C2)C3=CC=CC=C3 (PPh3), ClN1C(CCC1=O)=O (N-chlorosuccinimide). The solvent is ClCCl (dichloromethane). Product: C1(CC1)CN1C(N(C(C=2NC(=NC12)CC1=CC=C(C=C1)N(C(=O)C1=NC(=CC=C1)NC(C)=O)C)=O)CC1=C(C=CC=C1)F)=O (6-acetylamino-pyridine-2-carboxylic acid {4-[3-cyclopropylmethyl-1-(2-fluorobenzyl)-2,6-dioxo-2,3,6,7-tetrahydro-1H-purin-8-ylmethyl]-phenyl}-methyl-amide). Isolated yield 139.3%. As a reaction SMILES: C([N:4]1[C:9]([NH2:10])=[CH:8][CH:7]=[CH:6][CH:5]1[C:11]([OH:13])=O)(=O)C.C1C=CC(P(C2C=CC=CC=2)C2C=CC=CC=2)=CC=1.ClN1[C:38](=[O:39])[CH2:37]CC1=O.[CH:41]1([CH2:44][N:45]2[C:53]3[N:52]=[C:51]([CH2:54][C:55]4[CH:60]=[CH:59][C:58]([NH:61][CH3:62])=[CH:57][CH:56]=4)[NH:50][C:49]=3[C:48](=[O:63])[N:47]([CH2:64][C:65]3[CH:70]=[CH:69][CH:68]=[CH:67][C:66]=3[F:71])[C:46]2=[O:72])[CH2:43][CH2:42]1>ClCCl>[CH:41]1([CH2:44][N:45]2[C:53]3[N:52]=[C:51]([CH2:54][C:55]4[CH:56]=[CH:57][C:58]([N:61]([CH3:62])[C:11]([C:5]5[CH:6]=[CH:7][CH:8]=[C:9]([NH:10][C:38](=[O:39])[CH3:37])[N:4]=5)=[O:13])=[CH:59][CH:60]=4)[NH:50][C:49]=3[C:48](=[O:63])[N:47]([CH2:64][C:65]3[CH:70]=[CH:69][CH:68]=[CH:67][C:66]=3[F:71])[C:46]2=[O:72])[CH2:43][CH2:42]1. Procedure: N-Acetyl-6-amino-pyridine-2-carboxylic acid (12.4 mg, 0.069 mmol) was placed in a flask and dry dichloromethane (1 mL) was added. The resulting suspension was stirred in an ice-water bath and PPh3 (18.5 mg, 0.071 mmol) was added followed by N-chlorosuccinimide (8.9 mg, 0.067 mmol). This mixture was stirred in the cooling bath for ½ h and then the cooling bath removed. After stirring at room temperature for 15 min, 3-cyclopropylmethyl-8-[4-(methylamino)-benzyl]-1-(2-fluorobenzyl)-3,7-dihydropurin... Yields the product NC(CO)(CO)c1cccc(Br)c1. Starting materials: O=[N+]([O-])C(CO)(CO)c1cccc(Br)c1, CCO, [H][H]. RXN SMILES: [Br:1][c:2]1[cH:3][c:4]([C:8]([CH2:9][OH:10])([CH2:11][OH:12])[N+:13]([O-:14])=[O:15])[cH:5][cH:6][cH:7]1.[CH3:18][CH2:19][OH:20].[H:16][H:17]>>[Br:1][c:2]1[cH:3][c:4]([C:8]([CH2:9][OH:10])([CH2:11][OH:12])[NH2:13])[cH:5][cH:6][cH:7]1. Starting materials: ClC=1C=CC(=C(C1)C1=CC(N(C=C1OC)CC(=O)OC(C)(C)C)=O)C#N (tert-butyl [4-(5-chloro-2-cyanophenyl)-5-methoxy-2-oxopyridin-1(2H)-yl]acetate), C(C(C)C)I (isobutyl iodide). Yields the product ClC=1C=CC(=C(C1)C1=CC(N(C=C1OC)C(C(=O)OC(C)(C)C)CC(C)C)=O)C#N (tert-Butyl 2-[4-(5-chloro-2-cyanophenyl)-5-methoxy-2-oxopyridin-1(2H)-yl]-4-methylpentanoate). As a reaction SMILES: [Cl:1][C:2]1[CH:3]=[CH:4][C:5]([C:25]#[N:26])=[C:6]([C:8]2[C:13]([O:14][CH3:15])=[CH:12][N:11]([CH2:16][C:17]([O:19][C:20]([CH3:23])([CH3:22])[CH3:21])=[O:18])[C:10](=[O:24])[CH:9]=2)[CH:7]=1.[CH2:27](I)[CH:28]([CH3:30])[CH3:29]>>[Cl:1][C:2]1[CH:3]=[CH:4][C:5]([C:25]#[N:26])=[C:6]([C:8]2[C:13]([O:14][CH3:15])=[CH:12][N:11]([CH:16]([CH2:27][CH:28]([CH3:30])[CH3:29])[C:17]([O:19][C:20]([CH3:21])([CH3:22])[CH3:23])=[O:18])[C:10](=[O:24])[CH:9]=2)[CH:7]=1. Procedure: 309 mg (0.80 mmol) of tert-butyl [4-(5-chloro-2-cyanophenyl)-5-methoxy-2-oxopyridin-1(2H)-yl]acetate and 191 mg (1.04 mmol) of isobutyl iodide were reacted according to General Method 7A. Yield: 178 mg (purity 92%, 48% of theory) of product. The reactants are C1(=CC=CC=C1)C1=C(C(=NO1)C1=C2C(=NO1)C1=CC=C(C=C1CC2)C=C)C(F)(F)F (3-(5-phenyl-4-(trifluoromethyl)isoxazol-3-yl)-7-vinyl-4,5-dihydronaphtho[1,2-c]isoxazole), ClC=1C=C(C(=O)OO)C=CC1 (3-chlorobenzoperoxoic acid), S(=O)([O-])[O-].[Na+].[Na+] (sodium sulfite). The solvent is ClCCl (dichloromethane). Reaction conditions: time 1.5 hour. Product: O1C(C1)C=1C=C2CCC=3C(=NOC3C3=NOC(=C3C(F)(F)F)C3=CC=CC=C3)C2=CC1 (7-(Oxiran-2-yl)-3-(5-phenyl-4-(trifluoromethyl)isoxazol-3-yl)-4,5-dihydronaphtho[1,2-c]isoxazole). Reaction SMILES: [C:1]1([C:7]2[O:11][N:10]=[C:9]([C:12]3[O:16][N:15]=[C:14]4[C:17]5[C:22]([CH2:23][CH2:24][C:13]=34)=[CH:21][C:20]([CH:25]=[CH2:26])=[CH:19][CH:18]=5)[C:8]=2[C:27]([F:30])([F:29])[F:28])[CH:6]=[CH:5][CH:4]=[CH:3][CH:2]=1.ClC1C=C(C=CC=1)C(OO)=[O:36].S([O-])([O-])=O.[Na+].[Na+]>ClCCl>[O:36]1[CH2:26][CH:25]1[C:20]1[CH:21]=[C:22]2[C:17](=[CH:18][CH:19]=1)[C:14]1=[N:15][O:16][C:12]([C:9]3[C:8]([C:27]([F:29])([F:30])[F:28])=[C:7]([C:1]4[CH:2]=[CH:3][CH:4]=[CH:5][CH:6]=4)[O:11][N:10]=3)=[C:13]1[CH2:24][CH2:23]2 |f:2.3.4|. Reported procedure: To a solution of 3-(5-phenyl-4-(trifluoromethyl)isoxazol-3-yl)-7-vinyl-4,5-dihydronaphtho[1,2-c]isoxazole (Preparation 6A, 0.09 g, 0.220 mmol) in dichloromethane (5 mL) was added 3-chlorobenzoperoxoic acid (0.109 g, 0.441 mmol) at room temperature. The reaction mixture was stirred at room temperature for 1.5 h. Next, 3 mL of 10% sodium sulfite solution was added to the reaction mixture at room temperature and the contents were stirred for 10 min. The reaction mixture was concentrated and partiti...